This data is from the Open Reaction Database (ORD), a public repository of structured organic reaction records. The task is: describe an organic reaction: reactants, conditions, products, and yield Yields the product N1CC(C1)N1C(=NC2=C1C=CC(=C2)Cl)CN2N=C(C=1C2=CN=CC1)S(=O)(=O)C (1-{[1-(Azetidin-3-yl)-5-chloro-1H-benzimidazol-2-yl]methyl}-3-(methylsulfonyl)-1H-pyrazolo[3,4-c]pyridine). Procedure: The title compound was prepared in analogy to Example 2-13 by using 3-(5-chloro-2-chloromethyl-benzoimidazol-1-yl)-azetidine-1-carboxylic acid tert-butyl ester and 3-methanesulfonyl-1H-pyrazolo[3,4-c]pyridine instead of 3-(5-chloro-2-chloromethyl-benzoimidazol-1-yl)-pyrrolidine-1-carboxylic acid tert-butyl ester and 3-methanesulfonyl-1H-pyrazolo[3,4-c]pyridine. Reactants: C(C)(C)(C)OC(=O)N1CC(C1)N1C(=NC2=C1C=CC(=C2)Cl)CCl (3-(5-chloro-2-chloromethyl-benzoimidazol-1-yl)-azetidine-1-carboxylic acid tert-butyl ester), CS(=O)(=O)C1=NNC2=CN=CC=C21 (3-methanesulfonyl-1H-pyrazolo[3,4-c]pyridine), CS(=O)(=O)C1=NNC2=CN=CC=C21 (3-methanesulfonyl-1H-pyrazolo[3,4-c]pyridine). As a reaction SMILES: C(OC([N:8]1[CH2:11][CH:10]([N:12]2[C:16]3[CH:17]=[CH:18][C:19]([Cl:21])=[CH:20][C:15]=3[N:14]=[C:13]2[CH2:22]Cl)[CH2:9]1)=O)(C)(C)C.[CH3:24][S:25]([C:28]1[C:36]2[C:31](=[CH:32][N:33]=[CH:34][CH:35]=2)[NH:30][N:29]=1)(=[O:27])=[O:26]>>[NH:8]1[CH2:9][CH:10]([N:12]2[C:16]3[CH:17]=[CH:18][C:19]([Cl:21])=[CH:20][C:15]=3[N:14]=[C:13]2[CH2:22][N:30]2[C:31]3=[CH:32][N:33]=[CH:34][CH:35]=[C:36]3[C:28]([S:25]([CH3:24])(=[O:26])=[O:27])=[N:29]2)[CH2:11]1. Starting materials: COC(=O)c1ccc(O)c(Br)c1, CN1CCCC1=O, CCOC(C)=O, N#C[Cu]. Product: COC(=O)c1ccc(O)c(C#N)c1. RXN SMILES: [Br:1][c:2]1[cH:3][c:4]([C:5](=[O:6])[O:7][CH3:8])[cH:9][cH:10][c:11]1[OH:12].[CH3:16][N:17]1[CH2:18][CH2:19][CH2:20][C:21]1=[O:22].[CH3:23][CH2:24][O:25][C:26](=[O:27])[CH3:28].[Cu:13][C:14]#[N:15]>>[c:2]1([C:14]#[N:15])[cH:3][c:4]([C:5](=[O:6])[O:7][CH3:8])[cH:9][cH:10][c:11]1[OH:12]. Starting materials: C(C)OC(=O)CCC1=C(C=CC=C1OCCCC(=O)OCC)CCCCCCOC=1C=C(C=C(C1)C1=CC(=CC=C1)F)C(=O)O (5-{6-[2-(2-ethoxycarbonyl-ethyl)-3-(3-ethoxycarbonyl-propoxy)-phenyl]-hexyloxy}-3′-fluoro-biphenyl-3-carboxylic acid), CN (methylamine). Yields the product C(=O)(O)CCC1=C(OCCCC(=O)O)C=CC=C1CCCCCCOC=1C=C(C=C(C1)C(NC)=O)C1=CC(=CC=C1)F (4-{2-(2-Carboxy-ethyl)-3-[6-(3′-fluoro-5-methylcarbamoyl-biphenyl-3-yloxy)-hexyl]-phenoxy}-butyric acid). As a reaction SMILES: C([O:3][C:4]([CH2:6][CH2:7][C:8]1[C:13]([O:14][CH2:15][CH2:16][CH2:17][C:18]([O:20]CC)=[O:19])=[CH:12][CH:11]=[CH:10][C:9]=1[CH2:23][CH2:24][CH2:25][CH2:26][CH2:27][CH2:28][O:29][C:30]1[CH:31]=[C:32]([C:43]([OH:45])=O)[CH:33]=[C:34]([C:36]2[CH:41]=[CH:40][CH:39]=[C:38]([F:42])[CH:37]=2)[CH:35]=1)=[O:5])C.[CH3:46][NH2:47]>>[C:4]([CH2:6][CH2:7][C:8]1[C:9]([CH2:23][CH2:24][CH2:25][CH2:26][CH2:27][CH2:28][O:29][C:30]2[CH:35]=[C:34]([C:36]3[CH:41]=[CH:40][CH:39]=[C:38]([F:42])[CH:37]=3)[CH:33]=[C:32]([C:43](=[O:45])[NH:47][CH3:46])[CH:31]=2)=[CH:10][CH:11]=[CH:12][C:13]=1[O:14][CH2:15][CH2:16][CH2:17][C:18]([OH:20])=[O:19])([OH:3])=[O:5]. Procedure details: The title compound was prepared according to the general procedure described in Steps 7 and 8 of Method C starting from 5-{6-[2-(2-ethoxycarbonyl-ethyl)-3-(3-ethoxycarbonyl-propoxy)-phenyl]-hexyloxy}-3′-fluoro-biphenyl-3-carboxylic acid and methylamine. Reactants: COC(C1=C(N=C(C=C1)C1=CC=C(C=C1)C(F)(F)F)CBr)=O (2-bromomethyl-6-(4-trifluoromethyl-phenyl)-nicotinic acid methyl ester), C[O-].[Na+] (sodium methoxide), ice NH4Cl. Solvent: CO (MeOH). Conditions: time 4 hour. Product: COC(C1=C(N=C(C=C1)C1=CC=C(C=C1)C(F)(F)F)COC)=O (2-Methoxymethyl-6-(4-trifluoromethyl-phenyl)-nicotinic acid methyl ester). RXN SMILES: [CH3:1][O:2][C:3](=[O:22])[C:4]1[CH:9]=[CH:8][C:7]([C:10]2[CH:15]=[CH:14][C:13]([C:16]([F:19])([F:18])[F:17])=[CH:12][CH:11]=2)=[N:6][C:5]=1[CH2:20]Br.[CH3:23][O-:24].[Na+]>CO>[CH3:1][O:2][C:3](=[O:22])[C:4]1[CH:9]=[CH:8][C:7]([C:10]2[CH:15]=[CH:14][C:13]([C:16]([F:19])([F:18])[F:17])=[CH:12][CH:11]=2)=[N:6][C:5]=1[CH2:20][O:24][CH3:23] |f:1.2|. Reported procedure: To 0.401 g (1.072 mmol) of the above prepared 2-bromomethyl-6-(4-trifluoromethyl-phenyl)-nicotinic acid methyl ester, dissolved in 4.0 ml of abs. MeOH, was added 0.116 g (2.15 mmol) of sodium methoxide and the mixture stirred for 4 h at ambient temperature, when TLC indicated the complete disappearance of starting material. Pouring onto crashed ice/NH4Cl-solution, twofold extraction with AcOEt, washing with water and brine, drying over magnesium sulfate, and evaporation of the solvents, followed... Starting materials: FC=1C=CC2=C(NC=3SC(=CC3C(N2)=O)C)C1 (6-fluoro-2-methyl-4,9-dihydro-3-thia-4,9-diaza-benzo[f]azulen-10-one), COC1=CC=C(C=C1)P1(SP(S1)(C1=CC=C(C=C1)OC)=S)=S (2,4-Bis-(4-methoxy-phenyl)-[1,3,2,4]dithiadiphosphetane 2,4-disulfide). Product: 61.9, FC=1C=CC2=C(NC=3SC(=CC3C(N2)=S)C)C1 (6-Fluoro-2-methyl-4,9-dihydro-3-thia-4,9-diaza-benzo[f]azulene-10-thione). Reported procedure: Add 6-fluoro-2-methyl-4,9-dihydro-3-thia-4,9-diaza-benzo[f]azulen-10-one (65.2 g, 0.263 mol) and 2,4-Bis-(4-methoxy-phenyl)-[1,3,2,4]dithiadiphosphetane 2,4-disulfide (Lawesson's Reagent, 63.7 g, 0.157 mol) to 1,2-dichloroethane (DCE, 3500 mL) with stirring. Heat to gentle reflux (80-83° C.) for 30 minutes, and then allow cooling to ambient temperature. Filter the product and rinse with DCE. Dry at 50-60° C. to give 61.9 (89%) the title compound: 1H NMR (400 MHz, DMSO-d6) δ 10.98 (bs, 1H), 8.87 ... Isolated yield 89.0%. As a reaction SMILES: [F:1][C:2]1[CH:3]=[CH:4][C:5]2[NH:14][C:13](=O)[C:12]3[CH:11]=[C:10]([CH3:16])[S:9][C:8]=3[NH:7][C:6]=2[CH:17]=1.COC1C=CC(P2(=S)SP(=S)(C3C=CC(OC)=CC=3)[S:27]2)=CC=1>ClCCCl>[F:1][C:2]1[CH:3]=[CH:4][C:5]2[NH:14][C:13](=[S:27])[C:12]3[CH:11]=[C:10]([CH3:16])[S:9][C:8]=3[NH:7][C:6]=2[CH:17]=1. Conditions: temperature 81.5 celsius. Run in ClCCCl (1,2-dichloroethane). Starting materials: CCO, CCCCCC, CCOC(=O)CCN(C)C(=O)c1ccc(NC(c2cc(-c3ccc(C(F)(F)F)cc3)oc2CC)C2CCCCC2)cc1. The product is CCc1oc(-c2ccc(C(F)(F)F)cc2)cc1C(Nc1ccc(C(=O)N(C)CCC(=O)O)cc1)C1CCCCC1. RXN SMILES: [CH2:49]([OH:50])[CH3:51].[CH3:43][CH2:44][CH2:45][CH2:46][CH2:47][CH3:48].[CH:1]1([CH:7]([c:8]2[c:9]([CH2:23][CH3:24])[o:10][c:11](-[c:13]3[cH:14][cH:15][c:16]([C:19]([F:20])([F:21])[F:22])[cH:17][cH:18]3)[cH:12]2)[NH:25][c:26]2[cH:27][cH:28][c:29]([C:32](=[O:33])[N:34]([CH2:35][CH2:36][C:37](=[O:38])[O:39][CH2:40][CH3:41])[CH3:42])[cH:30][cH:31]2)[CH2:2][CH2:3][CH2:4][CH2:5][CH2:6]1>>[CH:1]1([CH:7]([c:8]2[c:9]([CH2:23][CH3:24])[o:10][c:11](-[c:13]3[cH:14][cH:15][c:16]([C:19]([F:20])([F:21])[F:22])[cH:17][cH:18]3)[cH:12]2)[NH:25][c:26]2[cH:27][cH:28][c:29]([C:32](=[O:33])[N:34]([CH2:35][CH2:36][C:37](=[O:38])[OH:39])[CH3:42])[cH:30][cH:31]2)[CH2:2][CH2:3][CH2:4][CH2:5][CH2:6]1.